Dataset: the Open Reaction Database (ORD), a public repository of structured organic reaction records. Task: describe an organic reaction: reactants, conditions, products, and yield The product is COc1cccc(-c2cccc3c2C(=O)OC(C)(C)O3)n1. RXN SMILES: [C:45]([c:46]1[cH:47][c:48]([CH3:49])[cH:50][c:51]([C:52]([CH3:53])([CH3:54])[CH3:55])[c:56]1[OH:57])([CH3:58])([CH3:59])[CH3:60].[CH3:1][C:2]1([CH3:21])[O:3][C:4](=[O:20])[c:5]2[c:6]([cH:8][cH:9][cH:10][c:11]2[O:12][S:13]([C:14]([F:15])([F:16])[F:17])(=[O:18])=[O:19])[O:7]1.[CH3:22][O:23][c:24]1[cH:25][cH:26][cH:27][c:28]([Sn:30]([CH2:31][CH2:32][CH2:33][CH3:34])([CH2:35][CH2:36][CH2:37][CH3:38])[CH2:39][CH2:40][CH2:41][CH3:42])[n:29]1.[Cl-:44].[Li+:43].[O:61]1[CH2:62][CH2:63][O:64][CH2:65][CH2:66]1>>[CH3:1][C:2]1([CH3:21])[O:3][C:4](=[O:20])[c:5]2[c:6]([cH:8][cH:9][cH:10][c:11]2-[c:28]2[cH:27][cH:26][cH:25][c:24]([O:23][CH3:22])[n:29]2)[O:7]1. The reactants are Cc1cc(C(C)(C)C)c(O)c(C(C)(C)C)c1, CC1(C)OC(=O)c2c(cccc2OS(=O)(=O)C(F)(F)F)O1, CCCC[Sn](CCCC)(CCCC)c1cccc(OC)n1, [Cl-], [Li+], C1COCCO1. The reactants are Cl.FC1=CC=C(C=C1)C(C(CC1=CC=C(C=C1)C(F)(F)F)N)=O (1-(4-fluorophenyl)-1-oxo-3-(4-(trifluoromethyl)phenyl)-2-propylamine hydrochloride), CC1=CC=C(C2=CC=CC=C12)C(=O)O (4-methyl-1-naphthalenecarboxylic acid), Cl.C(C)N=C=NCCCN(C)C (1-ethyl-3-(3-dimethylaminopropyl)carbodiimide hydrochloride), ON1N=NC2=C1C=CC=C2 (1-hydroxy-1H-benzotriazole), C1CCC2=NCCCN2CC1 (1,8-diazabicyclo[5.4.0]-7-undecene), Cl (hydrochloric acid). Solvent: CN(C=O)C (N,N-dimethylformamide), O (water). Reaction conditions: time 8 hour. Yields the product FC1=CC=C(C=C1)C(C(CC1=CC=C(C=C1)C(F)(F)F)NC(=O)C1=CC=C(C2=CC=CC=C12)C)=O (N-(2-(4-fluorophenyl)-2-oxo-1-((4-(trifluoromethyl)phenyl)methyl)ethyl)-4-methyl-1-naphthalenecarboxamide). Isolated yield 80.2%. As a reaction SMILES: Cl.[F:2][C:3]1[CH:8]=[CH:7][C:6]([C:9](=[O:23])[CH:10]([NH2:22])[CH2:11][C:12]2[CH:17]=[CH:16][C:15]([C:18]([F:21])([F:20])[F:19])=[CH:14][CH:13]=2)=[CH:5][CH:4]=1.[CH3:24][C:25]1[C:34]2[C:29](=[CH:30][CH:31]=[CH:32][CH:33]=2)[C:28]([C:35](O)=[O:36])=[CH:27][CH:26]=1.Cl.C(N=C=NCCCN(C)C)C.ON1C2C=CC=CC=2N=N1.C1CCN2C(=NCCC2)CC1.Cl>CN(C)C=O.O>[F:2][C:3]1[CH:4]=[CH:5][C:6]([C:9](=[O:23])[CH:10]([NH:22][C:35]([C:28]2[C:29]3[C:34](=[CH:33][CH:32]=[CH:31][CH:30]=3)[C:25]([CH3:24])=[CH:26][CH:27]=2)=[O:36])[CH2:11][C:12]2[CH:17]=[CH:16][C:15]([C:18]([F:21])([F:20])[F:19])=[CH:14][CH:13]=2)=[CH:7][CH:8]=1 |f:0.1,3.4|. Reported procedure: To a solution of 1-(4-fluorophenyl)-1-oxo-3-(4-(trifluoromethyl)phenyl)-2-propylamine hydrochloride (600 mg, 1.73 mmol) and 4-methyl-1-naphthalenecarboxylic acid (354 mg, 1.90 mmol) in N,N-dimethylformamide (10 ml) were added 1-ethyl-3-(3-dimethylaminopropyl)carbodiimide hydrochloride (496 mg, 2.59 mmol), 1-hydroxy-1H-benzotriazole (396 mg, 2.59 mmol) and 1,8-diazabicyclo[5.4.0]-7-undecene (0.28 ml, 1.90 mmol) and the mixture was stirred overnight. To the reaction solution were added 1N aqueous ... Starting materials: CC(=O)O, COc1ccc(OS(=O)(=O)c2ccc(C)cc2)c(C(C)C)c1, O=[N+]([O-])O. Yields the product COc1cc(C(C)C)c(OS(=O)(=O)c2ccc(C)cc2)cc1[N+](=O)[O-]. As a reaction SMILES: [C:27]([OH:28])(=[O:29])[CH3:30].[CH:1]([CH3:2])([CH3:3])[c:4]1[c:5]([O:12][S:13](=[O:14])(=[O:15])[c:16]2[cH:17][cH:18][c:19]([CH3:22])[cH:20][cH:21]2)[cH:6][cH:7][c:8]([O:10][CH3:11])[cH:9]1.[OH:23][N+:24]([O-:25])=[O:26]>>[CH:1]([CH3:2])([CH3:3])[c:4]1[c:5]([O:12][S:13](=[O:14])(=[O:15])[c:16]2[cH:17][cH:18][c:19]([CH3:22])[cH:20][cH:21]2)[cH:6][c:7]([N+:24](=[O:23])[O-:25])[c:8]([O:10][CH3:11])[cH:9]1. Reactants: C(C)(C)(C)NS(=O)(=O)C1=CC(=C(C=C1)C#N)C (N-tert-butyl-4-cyano-3-methylbenzenesulfonamide), C[Mg+].[Br-] (MeMgBr), CO (MeOH), [BH4-].[Na+] (sodium borohydride). Solvent: C1CCOC1 (THF). Reaction conditions: temperature 0 celsius, time 1 hour. Yields the product NC(C)C1=C(C=C(C=C1)S(=O)(=O)NC(C)(C)C)C (4-(1-aminoethyl)-N-tert-butyl-3-methylbenzenesulfonamide). RXN SMILES: [C:1]([NH:5][S:6]([C:9]1[CH:14]=[CH:13][C:12]([C:15]#[N:16])=[C:11]([CH3:17])[CH:10]=1)(=[O:8])=[O:7])([CH3:4])([CH3:3])[CH3:2].[CH3:18][Mg+].[Br-].CO.[BH4-].[Na+]>C1COCC1>[NH2:16][CH:15]([C:12]1[CH:13]=[CH:14][C:9]([S:6]([NH:5][C:1]([CH3:4])([CH3:3])[CH3:2])(=[O:8])=[O:7])=[CH:10][C:11]=1[CH3:17])[CH3:18] |f:1.2,4.5|. Procedure details: A solution of N-tert-butyl-4-cyano-3-methylbenzenesulfonamide (0.4861 g) in THF (19 ml) at 0° C. was treated with MeMgBr (1.4 M in THF, 4.13 ml). The reaction mixture was heated at reflux overnight. After cooling, the reaction was quenched with MeOH and sodium borohydride (3 eq) was added. The mixture was stirred at 0° C. for 1 h, warmed to room temperature and stirred for 4 hours. The reaction mixture was then quenched with H2O, stirred overnight and concentrated to give a yellow solid. The sol... Starting materials: C(CC)N1C(N(C=2NC(=NC2C1=O)C(CC1=CC=C(OCC(=O)O)C=C1)C)CCC)=O (2-[4-[2-(2,3,6,9-tetrahydro-1,3-dipropyl-2,6-dioxo-1H-purin-8-yl)propyl]phenoxy]acetic acid), CO (methanol), S(O)(O)(=O)=O (sulfuric acid). Solvent: C(C)OCC (ethyl ether). Conditions: temperature 60 celsius. Yields the product C(CC)N1C(N(C=2NC(=NC2C1=O)C(CC1=CC=C(OCC(=O)OC)C=C1)C)CCC)=O (2-[4-[2-(2,3,6,9-Tetrahydro-1,3-dipropyl-2,6-dioxo-1H-purin-8-yl)propyl]phenoxy]acetic acid, methyl ester). Reaction SMILES: [CH2:1]([N:4]1[C:12](=[O:13])[C:11]2[N:10]=[C:9]([CH:14]([CH3:27])[CH2:15][C:16]3[CH:26]=[CH:25][C:19]([O:20][CH2:21][C:22]([OH:24])=[O:23])=[CH:18][CH:17]=3)[NH:8][C:7]=2[N:6]([CH2:28][CH2:29][CH3:30])[C:5]1=[O:31])[CH2:2][CH3:3].S(=O)(=O)(O)O.[CH3:37]O>C(OCC)C>[CH2:1]([N:4]1[C:12](=[O:13])[C:11]2[N:10]=[C:9]([CH:14]([CH3:27])[CH2:15][C:16]3[CH:26]=[CH:25][C:19]([O:20][CH2:21][C:22]([O:24][CH3:37])=[O:23])=[CH:18][CH:17]=3)[NH:8][C:7]=2[N:6]([CH2:28][CH2:29][CH3:30])[C:5]1=[O:31])[CH2:2][CH3:3]. Reported procedure: Dissolve 2-[4-[2-(2,3,6,9-tetrahydro-1,3-dipropyl-2,6-dioxo-1H-purin-8-yl)propyl]phenoxy]acetic acid (85.6 g, 0.2 mol) in methanol (500 mL) and treat with concentrated sulfuric acid (0.5 mL). Heat to 60° C. for 16 hours, cool and reduce the solvent by 50% in vacuo. Dilute with ethyl ether (500 mL), wash with saturated sodium hydrogen carbonate, then brine. Dry (MgSO4) and evaporate the solvent in vacuo to give the title compound. The reactants are O1C(=CC=C1)C=1OC(=C(N1)COC1=CC=C(C=N1)COC1=NN(C=C1C=O)C1=CC=CC=C1)C (3-[(6-{[2-(2-furyl)-5-methyl-1,3-oxazol-4-yl]methoxy}pyridin-3-yl)methoxy]-1-phenyl-1H-pyrazole-4-carbaldehyde), C(P(OCC)(OCC)=O)P(OCC)(OCC)=O (tetraethyl methylenediphosphonate), CN(C=O)C (N,N-dimethylformamide), [H-].[Na+] (sodium hydride). Solvent: O (Water). Reaction conditions: time 15 hour. Product: O1C(=CC=C1)C=1OC(=C(N1)COC1=CC=C(C=N1)COC1=NN(C=C1/C=C/P(OCC)(OCC)=O)C1=CC=CC=C1)C (diethyl (E)-2-{3-[(6-{[2-(2-furyl)-5-methyl-1,3-oxazol-4-yl]methoxy}pyridin-3-yl)methoxy]-1-phenyl-1H-pyrazol-4-yl}ethenylphosphonate). Isolated yield 73.4%. Reaction SMILES: [O:1]1[CH:5]=[CH:4][CH:3]=[C:2]1[C:6]1[O:7][C:8]([CH3:34])=[C:9]([CH2:11][O:12][C:13]2[N:18]=[CH:17][C:16]([CH2:19][O:20][C:21]3[C:25]([CH:26]=O)=[CH:24][N:23]([C:28]4[CH:33]=[CH:32][CH:31]=[CH:30][CH:29]=4)[N:22]=3)=[CH:15][CH:14]=2)[N:10]=1.[CH2:35]([P:44](=[O:51])([O:48][CH2:49][CH3:50])[O:45][CH2:46][CH3:47])P(=O)(OCC)OCC.CN(C)C=O.[H-].[Na+]>O>[O:1]1[CH:5]=[CH:4][CH:3]=[C:2]1[C:6]1[O:7][C:8]([CH3:34])=[C:9]([CH2:11][O:12][C:13]2[N:18]=[CH:17][C:16]([CH2:19][O:20][C:21]3[C:25](/[CH:26]=[CH:35]/[P:44](=[O:51])([O:45][CH2:46][CH3:47])[O:48][CH2:49][CH3:50])=[CH:24][N:23]([C:28]4[CH:33]=[CH:32][CH:31]=[CH:30][CH:29]=4)[N:22]=3)=[CH:15][CH:14]=2)[N:10]=1 |f:3.4|. Reported procedure: To a mixture of 3-[(6-{[2-(2-furyl)-5-methyl-1,3-oxazol-4-yl]methoxy}pyridin-3-yl)methoxy]-1-phenyl-1H-pyrazole-4-carbaldehyde (0.40 g), tetraethyl methylenediphosphonate (0.28 g) and N,N-dimethylformamide (20 mL) was added sodium hydride (60% in oil, 0.040 g) at room temperature, and the mixture was stirred at the same temperature for 15 hrs. Water was poured into the reaction mixture, and the mixture was extracted with ethyl acetate. The organic layer was washed with saturated brine, dried ove... Starting materials: [OH-].[Na+] (NaOH), ClC1=CC=C2C=CC(=NC2=C1)/C=C/C=1C=C(C=O)C=CC1 (3-[(E)-2-(7-chloro-quinolin-2-yl)-vinyl]-benzaldehyde), CC(=O)C.C1CCOC1 (Acetone THF), C(C)(=O)O (acetic acid). Reaction conditions: time 3 hour. The product is ClC1=CC=C2C=CC(=NC2=C1)/C=C/C=1C=C(C=CC1)/C=C/C(C)=O ((E)-4-{3-[(E)-2-(7-Chloro-quinolin-2-yl)-vinyl]-phenyl}-but-3-en-2-one). Isolated yield 76.5%. RXN SMILES: [Cl:1][C:2]1[CH:11]=[C:10]2[C:5]([CH:6]=[CH:7][C:8](/[CH:12]=[CH:13]/[C:14]3[CH:15]=[C:16]([CH:19]=[CH:20][CH:21]=3)[CH:17]=O)=[N:9]2)=[CH:4][CH:3]=1.[OH-].[Na+].C(O)(=O)C.[CH3:28][C:29]([CH3:31])=[O:30].C1COCC1>>[Cl:1][C:2]1[CH:11]=[C:10]2[C:5]([CH:6]=[CH:7][C:8](/[CH:12]=[CH:13]/[C:14]3[CH:15]=[C:16](/[CH:17]=[CH:28]/[C:29](=[O:30])[CH3:31])[CH:19]=[CH:20][CH:21]=3)=[N:9]2)=[CH:4][CH:3]=1 |f:1.2,4.5|. Procedure details: To a solution of aldehyde 29 (15 g, 0.0519 mol) in a mixture of 200 ml of Acetone:THF (1:1) was added 10% aq. NaOH solution and stirred for 3 hours. Dilute acetic acid was added till pH of mixture was acidic. The reaction mixture was evaporated to half volume and poured into water (200 ml). The solid separated out was filtered to yield (E)-4-{3-[(E)-2-(7-Chloro-quinolin-2-yl)-vinyl]-phenyl}-but-3-en-2-one (13 g, 76.47%) as a yellow solid. The reactants are [Al+3], O=C(Cl)c1ccccc1, Cc1ccoc1C, [Cl-], [Cl-], [Cl-], Cl, S=C=S. The product is Cc1cc(C(=O)c2ccccc2)oc1C. RXN SMILES: [Al+3:11].[C:1]([c:2]1[cH:3][cH:4][cH:5][cH:6][cH:7]1)(=[O:8])[Cl:9].[CH3:14][c:15]1[o:16][cH:17][cH:18][c:19]1[CH3:20].[Cl-:10].[Cl-:12].[Cl-:13].[ClH:21].[S:22]=[C:23]=[S:24]>>[C:1]([c:2]1[cH:3][cH:4][cH:5][cH:6][cH:7]1)(=[O:8])[c:17]1[o:16][c:15]([CH3:14])[c:19]([CH3:20])[cH:18]1. Starting materials: C1CCOC1, CC1(C)OC(C=CC=CC#C[Si](C)(C)C)C(COCC(=O)O)O1, CCCC[N+](CCCC)(CCCC)CCCC, CCOC(C)=O, [Cl-], [F-], [NH4+], [Na+], [OH-], O. Yields the product C#CC=CC=CC1OC(C)(C)OC1COCC(=O)O. RXN SMILES: [CH2:50]1[O:51][CH2:52][CH2:53][CH2:54]1.[CH3:1][Si:2]([C:3]#[C:4][CH:5]=[CH:6][CH:7]=[CH:8][CH:9]1[CH:10]([CH2:16][O:17][CH2:18][C:19](=[O:20])[OH:21])[O:11][C:12]([CH3:14])([CH3:15])[O:13]1)([CH3:22])[CH3:23].[CH3:25][CH2:26][CH2:27][CH2:28][N+:29]([CH2:30][CH2:31][CH2:32][CH3:33])([CH2:34][CH2:35][CH2:36][CH3:37])[CH2:38][CH2:39][CH2:40][CH3:41].[CH3:42][CH2:43][O:44][C:45](=[O:46])[CH3:47].[Cl-:48].[F-:24].[NH4+:49].[Na+:57].[OH-:56].[OH2:55]>>[CH:3]#[C:4][CH:5]=[CH:6][CH:7]=[CH:8][CH:9]1[CH:10]([CH2:16][O:17][CH2:18][C:19](=[O:20])[OH:21])[O:11][C:12]([CH3:14])([CH3:15])[O:13]1. Starting materials: CN(CCC(=O)C1=CC=CC=C1)C (3-(dimethylamino)propiophenone), CN(CCC(=O)C1=CC=CC=C1)C (3-(dimethylamino)propiophenone), [H][H] (hydrogen), ( 13 ), (S,SS)-ruthenium hydride. The solvent is CC(C)O (2-propanol). Conditions: time 12 hour. The product is C1(=CC=CC=C1)[C@@H](CCN(C)C)O ((R)-1-phenyl-3-(dimethylamino)propane-1-ol). Yield: 89.0%. As a reaction SMILES: [CH3:1][N:2]([CH3:13])[CH2:3][CH2:4][C:5]([C:7]1[CH:12]=[CH:11][CH:10]=[CH:9][CH:8]=1)=[O:6].[H][H]>CC(O)C>[C:7]1([C@H:5]([OH:6])[CH2:4][CH2:3][N:2]([CH3:13])[CH3:1])[CH:12]=[CH:11][CH:10]=[CH:9][CH:8]=1. Procedure: Chiral hydrogenation of 3-(dimethylamino)propiophenone was carried out (see formula (13) below). That is, a reaction was carried out in accordance with the procedures of Example 4 using the (S,SS)-ruthenium hydride complex synthesized in Example 2 and using 3-(dimethylamino)propiophenone(886 mg; 5.0 mmol) as the substrate and 2-propanol (5 mL) as the solvent. However, the hydrogen pressure was set to 8 atmosphere, the reaction temperature was set to 250° C., and the reaction time was set to 12 h...